The task is: describe an organic reaction: reactants, conditions, products, and yield. This data is from the Open Reaction Database (ORD), a public repository of structured organic reaction records. The reactants are COC(CC1N(C(=NC2=C(C=CC=C12)F)C1=CC=C(C=C1)Br)C1=C(C=CC(=C1)C(F)(F)F)OC)=O (Methyl{2-(4-bromophenyl)-8-fluoro-3-[2-methoxy-5-(trifluoromethyl)phenyl]-3,4-dihydroquinazolin-4-yl}acetate), FC1=CC=C(C=C1)B(O)O (4-fluorophenylboronic acid), C([O-])([O-])=O.[Na+].[Na+] (sodium carbonate). Reagents/catalysts: Cl[Pd]([P](C1=CC=CC=C1)(C2=CC=CC=C2)C3=CC=CC=C3)([P](C4=CC=CC=C4)(C5=CC=CC=C5)C6=CC=CC=C6)Cl (bis(triphenylphosphine)palladium(II) chloride). Run in COCCOC (1,2-dimethoxyethane), O (water). The product is COC(CC1N(C(=NC2=C(C=CC=C12)F)C1=CC=C(C=C1)C1=CC=C(C=C1)F)C1=C(C=CC(=C1)C(F)(F)F)OC)=O (Methyl{2-[4-(4-fluorophenyl)phenyl]-8-fluoro-3-[2-methoxy-5-(trifluoromethyl)phenyl]-3,4-dihydro-4-quinazolinyl}acetate). As a reaction SMILES: [CH3:1][O:2][C:3](=[O:35])[CH2:4][CH:5]1[C:14]2[C:9](=[C:10]([F:15])[CH:11]=[CH:12][CH:13]=2)[N:8]=[C:7]([C:16]2[CH:21]=[CH:20][C:19](Br)=[CH:18][CH:17]=2)[N:6]1[C:23]1[CH:28]=[C:27]([C:29]([F:32])([F:31])[F:30])[CH:26]=[CH:25][C:24]=1[O:33][CH3:34].[F:36][C:37]1[CH:42]=[CH:41][C:40](B(O)O)=[CH:39][CH:38]=1.C(=O)([O-])[O-].[Na+].[Na+]>COCCOC.O.Cl[Pd](Cl)([P](C1C=CC=CC=1)(C1C=CC=CC=1)C1C=CC=CC=1)[P](C1C=CC=CC=1)(C1C=CC=CC=1)C1C=CC=CC=1>[CH3:1][O:2][C:3](=[O:35])[CH2:4][CH:5]1[C:14]2[C:9](=[C:10]([F:15])[CH:11]=[CH:12][CH:13]=2)[N:8]=[C:7]([C:16]2[CH:21]=[CH:20][C:19]([C:40]3[CH:41]=[CH:42][C:37]([F:36])=[CH:38][CH:39]=3)=[CH:18][CH:17]=2)[N:6]1[C:23]1[CH:28]=[C:27]([C:29]([F:32])([F:31])[F:30])[CH:26]=[CH:25][C:24]=1[O:33][CH3:34] |f:2.3.4,^1:61,80|. Procedure details: Starting from 500 mg (0.91 mmol) of the bromide from Example 11A, reaction in analogy to general method [D] with 152.27 mg (1.09 mmol) of 4-fluorophenylboronic acid, 31.83 mg (0.05 mmol) of bis(triphenylphosphine)palladium(II) chloride and 115.34 mg (1.09 mmol) of sodium carbonate in 10 ml of 1,2-dimethoxyethane and 0.5 ml of water results in 370.7 mg (72% of theory) of the target compound. The reactants are ClC=1C=C(C=CC1S(=O)(=O)C)[C@H](C(=O)O)CC1CCCC1 (2(R)-(3-chloro-4-methanesulfonyl-phenyl)-3-cyclopentyl-propionic acid), COC(C)(OC)C=1N=CC(=NC1)N (5-(1,1-dimethoxy-ethyl)-pyrazin-2-ylamine), N1=CC=CC=C1 (pyridine), C(C(=O)Cl)(=O)Cl (oxalyl chloride). Reagents/catalysts: CN(C=O)C (N,N-dimethylformamide). Run in C(Cl)Cl (methylene chloride), C(Cl)Cl (methylene chloride). Reaction conditions: temperature 0 celsius, time 30 minute. The product is ethyl acetate hexanes, ClC=1C=C(C=CC1S(=O)(=O)C)[C@H](C(=O)NC1=NC=C(N=C1)C(C)(OC)OC)CC1CCCC1 (2(R)-(3-chloro-4-methanesulfonyl-phenyl)-3-cyclopentyl-N-[5-(1,1-dimethoxy-ethyl)-pyrazin-2-yl]-propionamide). The yield is 52.4%. RXN SMILES: [Cl:1][C:2]1[CH:3]=[C:4]([C@@H:12]([CH2:16][CH:17]2[CH2:21][CH2:20][CH2:19][CH2:18]2)[C:13]([OH:15])=O)[CH:5]=[CH:6][C:7]=1[S:8]([CH3:11])(=[O:10])=[O:9].C(Cl)(=O)C(Cl)=O.[CH3:28][O:29][C:30]([C:34]1[N:35]=[CH:36][C:37]([NH2:40])=[N:38][CH:39]=1)([O:32][CH3:33])[CH3:31].N1C=CC=CC=1>C(Cl)Cl.CN(C)C=O>[Cl:1][C:2]1[CH:3]=[C:4]([C@@H:12]([CH2:16][CH:17]2[CH2:21][CH2:20][CH2:19][CH2:18]2)[C:13]([NH:40][C:37]2[CH:36]=[N:35][C:34]([C:30]([O:32][CH3:33])([O:29][CH3:28])[CH3:31])=[CH:39][N:38]=2)=[O:15])[CH:5]=[CH:6][C:7]=1[S:8]([CH3:11])(=[O:9])=[O:10]. Reported procedure: A solution of 2(R)-(3-chloro-4-methanesulfonyl-phenyl)-3-cyclopentyl-propionic acid (prepared as in Example 1, 1.59 g, 4.805 mmol) in methylene chloride (24 mL) and N,N-dimethylformamide (2 drops) was cooled to 0° C. The reaction mixture was then treated with oxalyl chloride (855 μL, 9.609 mmol). The reaction mixture was stirred at 0° C. for 30 min and then warmed to 25° C. where it was stirred for 2 h. The solution was then concentrated in vacuo. The yellow slurry was dissolved in methylene chl...